Dataset: the Open Reaction Database (ORD), a public repository of structured organic reaction records. Task: describe an organic reaction: reactants, conditions, products, and yield The reactants are C(C)(C)N(CC)C(C)C (diisopropylethylamine), OC1(CCN2C=NC=C21)C=2C=C1C=CC(=CC1=CC2)C(=O)O (6-(7-Hydroxy-6,7-dihydro-5H-pyrrolo[1,2-c]imidazol-7-yl)-2-naphthoic acid), Cl.C(C)N=C=NCCCN(C)C (1-ethyl-3-(3-dimethylaminopropyl)-carbodiimide hydrochloride), O.ON1N=NC2=C1C=CC=C2 (1-hydroxy-1H-benzotriazole monohydrate). The solvent is CN(C)C=O (DMF). The product is OC1(CCN2C=NC=C21)C=2C=C1C=CC(=CC1=CC2)C(=O)N (6-(7-hydroxy-6,7-dihydro-5H-pyrrolo[1,2-c]imidazol-7-yl)-2-naphthamide). Yield: 11.8%. RXN SMILES: [OH:1][C:2]1([C:10]2[CH:11]=[C:12]3[C:17](=[CH:18][CH:19]=2)[CH:16]=[C:15]([C:20](O)=[O:21])[CH:14]=[CH:13]3)[C:9]2[N:5]([CH:6]=[N:7][CH:8]=2)[CH2:4][CH2:3]1.Cl.C([N:26]=C=NCCCN(C)C)C.O.ON1C2C=CC=CC=2N=N1.C(N(C(C)C)CC)(C)C>CN(C=O)C>[OH:1][C:2]1([C:10]2[CH:11]=[C:12]3[C:17](=[CH:18][CH:19]=2)[CH:16]=[C:15]([C:20]([NH2:26])=[O:21])[CH:14]=[CH:13]3)[C:9]2[N:5]([CH:6]=[N:7][CH:8]=2)[CH2:4][CH2:3]1 |f:1.2,3.4|. Procedure details: 6-(7-Hydroxy-6,7-dihydro-5H-pyrrolo[1,2-c]imidazol-7-yl)-2-naphthoic acid (449 mg), 1-ethyl-3-(3-dimethylaminopropyl)-carbodiimide hydrochloride (321 mg) and 1-hydroxy-1H-benzotriazole monohydrate (301 mg) were dissolved in DMF (7.6 ml), and diisopropylethylamine (216 mg) was added with stirring under ice-cooling. The reaction mixture was warmed to room temperature and stirred for 18 h. Silica gel (3 g) was added to the reaction mixture and the mixture was concentrated to dryness under reduced p... The reactants are Cl.FC1=CC=C(C(=O)NC=2C3=C(N(N2)C(=O)OCC)C(NC3)(C)C)C=C1 (Ethyl 3-[(4-fluorobenzoyl)amino]-6,6-dimethyl-5,6-dihydropyrrolo[3,4-c]pyrazole-1(4H)-carboxylate hydrochloride), C(C)(C)N(C(C)C)CC (N,N-diisopropylethylamine), C(C(C)(C)C)(=O)Cl (pivaloyl chloride), CCOC(=O)C.CCCCCC (EtOAc hexane). Solvent: ClCCl (dichloromethane). Yields the product CC(C(=O)N1C(C=2N(N=C(C2C1)NC(C1=CC=C(C=C1)F)=O)C(=O)OCC)(C)C)(C)C (Ethyl 5-(2,2-dimethylpropanoyl)-3-[(4-fluorobenzoyl)amino]-6,6-dimethyl-5,6-dihydropyrrolo[3,4-c]pyrazole-1(4H)-carboxylate). Isolated yield 81.7%. RXN SMILES: Cl.[F:2][C:3]1[CH:26]=[CH:25][C:6]([C:7]([NH:9][C:10]2[C:11]3[CH2:22][NH:21][C:20]([CH3:24])([CH3:23])[C:12]=3[N:13]([C:15]([O:17][CH2:18][CH3:19])=[O:16])[N:14]=2)=[O:8])=[CH:5][CH:4]=1.C(N(CC)C(C)C)(C)C.[C:36](Cl)(=[O:41])[C:37]([CH3:40])([CH3:39])[CH3:38].CCOC(C)=O.CCCCCC>ClCCl>[CH3:38][C:37]([CH3:40])([CH3:39])[C:36]([N:21]1[CH2:22][C:11]2[C:10]([NH:9][C:7](=[O:8])[C:6]3[CH:5]=[CH:4][C:3]([F:2])=[CH:26][CH:25]=3)=[N:14][N:13]([C:15]([O:17][CH2:18][CH3:19])=[O:16])[C:12]=2[C:20]1([CH3:23])[CH3:24])=[O:41] |f:0.1,4.5|. Reported procedure: Ethyl 3-[(4-fluorobenzoyl)amino]-6,6-dimethyl-5,6-dihydropyrrolo[3,4-c]pyrazole-1(4H)-carboxylate hydrochloride (2.0 g, 5.77 mmol) in dichloromethane (70 ml) was treated, at 0° C., with N,N-diisopropylethylamine (1.6 ml, 9.2 mmol, 1.6 eq) and with pivaloyl chloride (780 μL, 6.3 mmol, 1.1 eq). Gradually, the reaction was brought to room temperature and stirred overnight (TLC: CH2Cl2/EtOAc 90/10). The solution was washed with saturated sodium hydrogencarbonate aqueous solution and brine. The organ... The reactants are C(C)(C)(C)C1=CC=C(C=C1)/C(=C/CO)/C1=CC=C(C=C1)I ((Z)-3-(4-tert-butylphenyl)-3-(4-iodophenyl)allyl alcohol), CC1=C(OCC(=O)O)C=CC(=C1)OC\C=C(/C1=CC=CC=C1)\C1=CC=C(C=C1)C#CCN1CCOCC1 ((E)-[2-Methyl-4-[3-[4-[3-(morpholin-4-yl)propynyl]phenyl]-3-phenylallyloxy]phenoxy]acetic Acid), C1(=CC=CC=C1)P(C1=CC=CC=C1)C1=CC=CC=C1 (triphenylphosphine), N(=NC(=O)OC(C)C)C(=O)OC(C)C (diisopropyl azodicarboxylate). Run in C1(=CC=CC=C1)C (toluene), O1CCCC1 (tetrahydrofuran), O1CCCC1 (tetrahydrofuran). Reaction conditions: temperature 0 celsius. The product is C(C)(C)(C)C1=CC=C(C=C1)/C(=C/COC1=CC(=C(OCC(=O)OC)C=C1)C)/C1=CC=C(C=C1)I (methyl (Z)-[4-[3-(4-tert-butylphenyl)-3-(4-iodophenyl)allyloxy]-2-methylphenoxy]acetate). RXN SMILES: [C:1]([C:5]1[CH:10]=[CH:9][C:8](/[C:11](/[C:15]2[CH:20]=[CH:19][C:18]([I:21])=[CH:17][CH:16]=2)=[CH:12]/[CH2:13][OH:14])=[CH:7][CH:6]=1)([CH3:4])([CH3:3])[CH3:2].[CH3:22][C:23]1[CH:33]=[C:32](OC/C=C(/C2C=CC(C#CCN3CCOCC3)=CC=2)\C2C=CC=CC=2)[CH:31]=[CH:30][C:24]=1[O:25][CH2:26][C:27]([OH:29])=[O:28].[C:59]1(P(C2C=CC=CC=2)C2C=CC=CC=2)C=CC=CC=1.N(C(OC(C)C)=O)=NC(OC(C)C)=O>C1(C)C=CC=CC=1.O1CCCC1>[C:1]([C:5]1[CH:10]=[CH:9][C:8](/[C:11](/[C:15]2[CH:20]=[CH:19][C:18]([I:21])=[CH:17][CH:16]=2)=[CH:12]/[CH2:13][O:14][C:32]2[CH:31]=[CH:30][C:24]([O:25][CH2:26][C:27]([O:29][CH3:59])=[O:28])=[C:23]([CH3:22])[CH:33]=2)=[CH:7][CH:6]=1)([CH3:4])([CH3:2])[CH3:3]. Procedure details: The above allyl alcohol (2.46 g, 6.27 mmol), methyl (4-hydroxy-2-methylphenoxy)acetate (1.35 g, 6.88 mmol; example 2) and triphenylphosphine (1.97 g, 7.51 mmol) were dissolved in a mixture of anhydrous toluene (135 mL) and tetrahydrofuran (45 mL). The mixture was cooled to 0° C., kept under nitrogen and a degassed solution of diisopropyl azodicarboxylate (1.5 mL, 7.57 mmol) in anhydrous tetrahydrofuran (15 mL) was added dropwise during 30 min. The reaction mixture was allowed to warm up the ambi... Reactants: OC1=CC=2C=C3N(C2C=C1)CCCN(C3=O)CCOC (9-hydroxy-2-(2-methoxy-ethyl)-2,3,4,5-tetrahydro-[1,4]diazepino[1,2-a]indol-1-one), C(C)(C)N1CCC(CC1)O (1-isopropyl-piperidin-4-ol), C1(=CC=CC=C1)P(C1=CC=CC=C1)C1=CC=CC=C1 (triphenylphosphine), CC(C)(C)OC(=O)/N=N/C(=O)OC(C)(C)C (di-tert-butylazodicarboxylate). Product: C(C)(C)N1CCC(CC1)OC1=CC=2C=C3N(C2C=C1)CCCN(C3=O)CCOC (9-(1-Isopropyl-piperidin-4-yloxy)-2-(2-methoxy-ethyl)-2,3,4,5-tetrahydro-[1,4]diazepino[1,2-a]indol-1-one). The yield is 2.0%. As a reaction SMILES: [OH:1][C:2]1[CH:10]=[CH:9][C:8]2[N:7]3[CH2:11][CH2:12][CH2:13][N:14]([CH2:17][CH2:18][O:19][CH3:20])[C:15](=[O:16])[C:6]3=[CH:5][C:4]=2[CH:3]=1.[CH:21]([N:24]1[CH2:29][CH2:28][CH:27](O)[CH2:26][CH2:25]1)([CH3:23])[CH3:22].C1(P(C2C=CC=CC=2)C2C=CC=CC=2)C=CC=CC=1.CC(OC(/N=N/C(OC(C)(C)C)=O)=O)(C)C>>[CH:21]([N:24]1[CH2:29][CH2:28][CH:27]([O:1][C:2]2[CH:10]=[CH:9][C:8]3[N:7]4[CH2:11][CH2:12][CH2:13][N:14]([CH2:17][CH2:18][O:19][CH3:20])[C:15](=[O:16])[C:6]4=[CH:5][C:4]=3[CH:3]=2)[CH2:26][CH2:25]1)([CH3:23])[CH3:22]. Procedure details: The title compound was synthesized in analogy to example 1, from 9-hydroxy-2-(2-methoxy-ethyl)-2,3,4,5-tetrahydro-[1,4]diazepino[1,2-a]indol-1-one, 1-isopropyl-piperidin-4-ol (commercially available), triphenylphosphine and di-tert-butylazodicarboxylate, to give the desired product as a light yellow oil (2%). The reactants are COC1=C(C(=C2C(OCC2=C1C)=O)NC(C(F)(F)F)=O)C/C=C(/CCC(=O)OC)\C (methyl (E)-6-[1,3-dihydro-6-methoxy-7-methyl-4-(trifluoroacetylamino)-3-oxoisobenzofuran-5-yl]-4-methyl-4-hexenoate), C([O-])([O-])=O.[K+].[K+] (potassium carbonate), IC (iodomethane). Run in CN(C=O)C (dimethylformamide). Reaction conditions: time 24 hour. Yields the product COC1=C(C(=C2C(OCC2=C1C)=O)N(C)C(C(F)(F)F)=O)C/C=C(/CCC(=O)OC)\C (methyl (E)-6-[1,3-dihydro-6-methoxy-7-methyl-4-(N-trifluoroacetyl-N-methylamino)-3-oxoisobenzofuran-5-yl]-4-methyl-4-hexenoate). RXN SMILES: [CH3:1][O:2][C:3]1[C:11]([CH3:12])=[C:10]2[C:6]([C:7](=[O:13])[O:8][CH2:9]2)=[C:5]([NH:14][C:15](=[O:20])[C:16]([F:19])([F:18])[F:17])[C:4]=1[CH2:21]/[CH:22]=[C:23](\[CH3:30])/[CH2:24][CH2:25][C:26]([O:28][CH3:29])=[O:27].[C:31](=O)([O-])[O-].[K+].[K+].IC>CN(C)C=O>[CH3:1][O:2][C:3]1[C:11]([CH3:12])=[C:10]2[C:6]([C:7](=[O:13])[O:8][CH2:9]2)=[C:5]([N:14]([C:15](=[O:20])[C:16]([F:17])([F:18])[F:19])[CH3:31])[C:4]=1[CH2:21]/[CH:22]=[C:23](\[CH3:30])/[CH2:24][CH2:25][C:26]([O:28][CH3:29])=[O:27] |f:1.2.3|. Procedure: To a solution of 0.35 g (0.82 mmol) of methyl (E)-6-[1,3-dihydro-6-methoxy-7-methyl-4-(trifluoroacetylamino)-3-oxoisobenzofuran-5-yl]-4-methyl-4-hexenoate in 4 ml of dimethylformamide was added 0.47 g (3.40 mmol) of potassium carbonate and 0.23 ml (3.69 mmol) of iodomethane. The mixture was stirred for 24 hours and then partitioned between ethyl acetate and water. The organic layer was washed with water, dried over magnesium sulfate, and concentrated under reduced pressure to give methyl (E)-6-[... Reactants: C1(CCCC1)CC(C1=CC=C(C=C1)S(=O)(=O)C)C1=CC=2C(=NC=C(C2)C(=O)O)N1 (2-[2-cyclopentyl-1-(4-methanesulfonyl-phenyl)-ethyl]-1H-pyrrolo[2,3-b]pyridin-5-carboxylic acid), N1CCOCC1 (morpholine), CN1CCOCC1 (N-methylmorpholine), O.ON1N=NC2=C1C=CC=C2 (1-hydroxybenzotriazole hydrate), Cl.CN(CCCN=C=NCC)C (N-(3-dimethylaminopropyl)-N′-ethylcarbodiimide hydrochloride). Run in ClCCl (dichloromethane), CN(C=O)C (N,N-dimethylformamide), C(C)(=O)OCC (ethyl acetate). Conditions: temperature 25 celsius, time 14 hour. Yields the product C1(CCCC1)CC(C1=CC=C(C=C1)S(=O)(=O)C)C1=CC=2C(=NC=C(C2)C(=O)N2CCOCC2)N1 ({2-[2-cyclopentyl-1-(4-methanesulfonyl-phenyl)-ethyl]-1H-pyrrolo[2,3-b]pyridin-5-yl}-morpholin-4-yl-methanone). The yield is 36.8%. As a reaction SMILES: [CH:1]1([CH2:6][CH:7]([C:18]2[NH:29][C:21]3=[N:22][CH:23]=[C:24]([C:26](O)=[O:27])[CH:25]=[C:20]3[CH:19]=2)[C:8]2[CH:13]=[CH:12][C:11]([S:14]([CH3:17])(=[O:16])=[O:15])=[CH:10][CH:9]=2)[CH2:5][CH2:4][CH2:3][CH2:2]1.[NH:30]1[CH2:35][CH2:34][O:33][CH2:32][CH2:31]1.CN1CCOCC1.O.ON1C2C=CC=CC=2N=N1.Cl.CN(C)CCCN=C=NCC>ClCCl.CN(C)C=O.C(OCC)(=O)C>[CH:1]1([CH2:6][CH:7]([C:18]2[NH:29][C:21]3=[N:22][CH:23]=[C:24]([C:26]([N:30]4[CH2:35][CH2:34][O:33][CH2:32][CH2:31]4)=[O:27])[CH:25]=[C:20]3[CH:19]=2)[C:8]2[CH:13]=[CH:12][C:11]([S:14]([CH3:17])(=[O:15])=[O:16])=[CH:10][CH:9]=2)[CH2:5][CH2:4][CH2:3][CH2:2]1 |f:3.4,5.6|. Procedure details: To a solution of 2-[2-cyclopentyl-1-(4-methanesulfonyl-phenyl)-ethyl]-1H-pyrrolo[2,3-b]pyridin-5-carboxylic acid (prepared as in Example 3, 200 mg, 0.48 mmol) and morpholine (51 μL, 0.58 mmol) in dichloromethane (1 mL), N,N-dimethylformamide (500 μL) and N-methylmorpholine (152 μL, 1.45 mmol) was added 1-hydroxybenzotriazole hydrate (132 mg, 0.97 mmol) followed by N-(3-dimethylaminopropyl)-N′-ethylcarbodiimide hydrochloride (186 mg, 0.97 mmol) in one portion. The mixture was then stirred at 25° ... Reactants: COc1ccc(C(=O)O)cc1C=Cc1ccc(Cl)cc1, NCC(O)C(O)CO. Yields the product COc1ccc(C(=O)NCC(O)C(O)CO)cc1C=Cc1ccc(Cl)cc1. Reaction SMILES: [Cl:1][c:2]1[cH:3][cH:4][c:5]([CH:8]=[CH:9][c:10]2[cH:11][c:12]([C:13](=[O:14])[OH:15])[cH:16][cH:17][c:18]2[O:19][CH3:20])[cH:6][cH:7]1.[NH2:21][CH2:22][CH:23]([CH:24]([CH2:25][OH:26])[OH:27])[OH:28]>>[Cl:1][c:2]1[cH:3][cH:4][c:5]([CH:8]=[CH:9][c:10]2[cH:11][c:12]([C:13](=[O:15])[NH:21][CH2:22][CH:23]([CH:24]([CH2:25][OH:26])[OH:27])[OH:28])[cH:16][cH:17][c:18]2[O:19][CH3:20])[cH:6][cH:7]1. Starting materials: C(N)(=O)C(C1=CC=CC=C1)(C1=CC=CC=C1)C1CNCC1 (3-(R,S)-(1-carbamoyl-1,1-diphenylmethyl)pyrrolidine), C(CC1=CC=CC=C1)Br (phenethyl bromide), C([O-])([O-])=O.[K+].[K+] (potassium carbonate). Solvent: C(C)#N (acetonitrile). Yields the product C(N)(=O)C(C1=CC=CC=C1)(C1=CC=CC=C1)C1CN(CC1)CCC1=CC=CC=C1 (3-(R,S)-(1-carbamoyl-1,1-diphenylmethyl)-1-phenethylpyrrolidine). As a reaction SMILES: [C:1]([C:4]([CH:17]1[CH2:21][CH2:20][NH:19][CH2:18]1)([C:11]1[CH:16]=[CH:15][CH:14]=[CH:13][CH:12]=1)[C:5]1[CH:10]=[CH:9][CH:8]=[CH:7][CH:6]=1)(=[O:3])[NH2:2].[CH2:22](Br)[CH2:23][C:24]1[CH:29]=[CH:28][CH:27]=[CH:26][CH:25]=1.C(=O)([O-])[O-].[K+].[K+]>C(#N)C>[C:1]([C:4]([CH:17]1[CH2:21][CH2:20][N:19]([CH2:22][CH2:23][C:24]2[CH:29]=[CH:28][CH:27]=[CH:26][CH:25]=2)[CH2:18]1)([C:11]1[CH:12]=[CH:13][CH:14]=[CH:15][CH:16]=1)[C:5]1[CH:10]=[CH:9][CH:8]=[CH:7][CH:6]=1)(=[O:3])[NH2:2] |f:2.3.4|. Reported procedure: A mixture containing 3-(R,S)-(1-carbamoyl-1,1-diphenylmethyl)pyrrolidine (0.6 g--see Preparation 8), phenethyl bromide (0.4 g), anhydrous potassium carbonate (0.6 g) and acetonitrile (20 ml) was heated under reflux for 1.25 hours. The mixture was partitioned between 10% aqueous potassium carbonate (20 ml) and dichloromethane (50 ml), the layers were separated, and the aqueous layer extracted with dichloromethane (3×50 ml). The combined dichloromethane extracts were dried (MgSO4) and concentrated... Reaction SMILES: [C:24](=[O:25])([O-:26])[O-:27].[Na+:28].[Na+:29].[O:30]1[CH2:31][CH2:32][O:33][CH2:34][CH2:35]1.[OH2:36].[c:1]1(-[c:7]2[c:8]([Cl:14])[n:9][n:10][c:11]([Cl:13])[cH:12]2)[cH:2][cH:3][cH:4][cH:5][cH:6]1.[n:15]1[cH:16][c:17]([B:21]([OH:22])[OH:23])[cH:18][cH:19][cH:20]1>>[c:1]1(-[c:7]2[c:8]([Cl:14])[n:9][n:10][c:11](-[c:17]3[cH:16][n:15][cH:20][cH:19][cH:18]3)[cH:12]2)[cH:2][cH:3][cH:4][cH:5][cH:6]1. The reactants are O=C([O-])[O-], [Na+], [Na+], C1COCCO1, O, Clc1cc(-c2ccccc2)c(Cl)nn1, OB(O)c1cccnc1. The product is Clc1nnc(-c2cccnc2)cc1-c1ccccc1.